Dataset: the Open Reaction Database (ORD), a public repository of structured organic reaction records. Task: describe an organic reaction: reactants, conditions, products, and yield Starting materials: NC=1C=C(C(=O)OCC)C=CC1F (ethyl 3-amino-4-fluorobenzoate), COCC(=O)Cl (methoxyacetylchloride). The solvent is ClC1=CC=CC=C1 (chlorobenzene). Yields the product FC1=C(C=C(C(=O)OCC)C=C1)NC(COC)=O (Ethyl 4-fluoro-3-methoxyacetamidobenzoate). As a reaction SMILES: [NH2:1][C:2]1[CH:3]=[C:4]([CH:10]=[CH:11][C:12]=1[F:13])[C:5]([O:7][CH2:8][CH3:9])=[O:6].[CH3:14][O:15][CH2:16][C:17](Cl)=[O:18]>ClC1C=CC=CC=1>[F:13][C:12]1[CH:11]=[CH:10][C:4]([C:5]([O:7][CH2:8][CH3:9])=[O:6])=[CH:3][C:2]=1[NH:1][C:17](=[O:18])[CH2:16][O:15][CH3:14]. Reported procedure: A solution of 2.8 g (15.3 mmol) of ethyl 3-amino-4-fluorobenzoate (cf L. S. Fosdick and A. F. Dodds in J. Amer. Chem. Soc. 65, 2305 (1943)) and 1.56 mL (1.85 g=17.0 mmol) of methoxyacetylchloride in 50 mL chlorobenzene was stirred for 1 hour at 50° C. and then refluxed for 15 minutes. Then the solvent was distilled off in vacuo and the crude product obtained was purified by flash chromatography (silica gel; dichloromethane/ethanol=100:1). The desired compound, initially oily, solidified within a... The yield is 30.5%. The product is NC=1SC(=CN1)SC1=NN=C(S1)C (2-amino-5-(2-methyl-1,3,4-thiadiazol-5-ylthio)thiazole). Procedure: A mixture of 2-acetylamino-5-(2-methyl-1,3,4-thiadiazol-5-ylthio)thiazole (3.3 g) in a mixture of ethanol (70 ml), tetrahydrofuran (50 ml) and aqueous 6N-hydrochloric acid (200 ml) was refluxed for 6.5 hours with stirring. The reaction mixture was concentrated under reduced pressure and the residue was dissolved in water. The solution was adjusted to pH 8.5 using aqueous sodium bicarbonate and extracted with a mixture of tetrahydrofuran and ethyl acetate (1:1). The organic layer was washed with ... Reactants: O1CCCC1 (tetrahydrofuran), Cl (hydrochloric acid), C(C)(=O)NC=1SC(=CN1)SC1=NN=C(S1)C (2-acetylamino-5-(2-methyl-1,3,4-thiadiazol-5-ylthio)thiazole). Reaction SMILES: C([NH:4][C:5]1[S:6][C:7]([S:10][C:11]2[S:15][C:14]([CH3:16])=[N:13][N:12]=2)=[CH:8][N:9]=1)(=O)C.O1CCCC1.Cl>C(O)C>[NH2:4][C:5]1[S:6][C:7]([S:10][C:11]2[S:15][C:14]([CH3:16])=[N:13][N:12]=2)=[CH:8][N:9]=1. Run in C(C)O (ethanol). Starting materials: C(C)(C)(C)OC(N[C@@H]1CC[C@@H](CC1)O)=O (tert-butyl(cis-4-hydroxycyclohexyl)carbamate), N1C=NC=C1 (imidazole), C(C)(C)(C)[Si](Cl)(C1=CC=CC=C1)C1=CC=CC=C1 (t-butyldiphenylchlorosilane), N1C=NC=C1 (Imidazole), C(C)(C)(C)[Si](Cl)(C1=CC=CC=C1)C1=CC=CC=C1 (t-butyldiphenylchlorosilane), C(C)(=O)OCC (ethyl acetate). Solvent: CN(C=O)C (dimethylformamide). Reaction conditions: time 24 hour. Product: C(C)(C)(C)OC(N[C@@H]1CC[C@@H](CC1)O[Si](C1=CC=CC=C1)(C1=CC=CC=C1)C(C)(C)C)=O (tert-Butyl(cis-4-{[tert-butyl(diphenyl)silyl]oxy}cyclohexyl)carbamate). RXN SMILES: [C:1]([O:5][C:6](=[O:15])[NH:7][C@H:8]1[CH2:13][CH2:12][C@@H:11]([OH:14])[CH2:10][CH2:9]1)([CH3:4])([CH3:3])[CH3:2].N1C=CN=C1.[C:21]([Si:25]([C:33]1[CH:38]=[CH:37][CH:36]=[CH:35][CH:34]=1)([C:27]1[CH:32]=[CH:31][CH:30]=[CH:29][CH:28]=1)Cl)([CH3:24])([CH3:23])[CH3:22].C(OCC)(=O)C>CN(C)C=O>[C:1]([O:5][C:6](=[O:15])[NH:7][C@H:8]1[CH2:9][CH2:10][C@@H:11]([O:14][Si:25]([C:21]([CH3:24])([CH3:23])[CH3:22])([C:33]2[CH:34]=[CH:35][CH:36]=[CH:37][CH:38]=2)[C:27]2[CH:32]=[CH:31][CH:30]=[CH:29][CH:28]=2)[CH2:12][CH2:13]1)([CH3:4])([CH3:2])[CH3:3]. Procedure: To a solution of tert-butyl(cis-4-hydroxycyclohexyl)carbamate (2.0 g) in dimethylformamide (40 mL), imidazole (756 mg) and t-butyldiphenylchlorosilane (2.86 mL) were added under ice cooling, and the mixture was stirred for 24 hours. Imidazole (226 mg) and t-butyldiphenylchlorosilane (858 μL) were further added thereto, and the mixture was stirred for 6 days. To the reaction solution, ethyl acetate was added, and the organic layer was washed three times with 10% sodium chloride solution, dried ov... Starting materials: [C-]#N.[K+] (KCN), O=C1NC2=C(N1C1CCNCC1)C=CC=C2 (4-(2-keto-1-benzimidazolinyl)piperidine), Cl (HCl), C1(CCCCC1)=O (cyclohexanone). Solvent: O (water), O (water). Run at time 17 hour. Yields the product O=C1NC2=C(N1C1CCN(CC1)C1(CCCCC1)C#N)C=CC=C2 (1-[4-(2-Oxo-2,3-dihydro-1H-1,3-benzimidazol-1-yl)piperidino]-1-cyclohexanecarbonitrile). Isolated yield 81.1%. RXN SMILES: [O:1]=[C:2]1[N:6]([CH:7]2[CH2:12][CH2:11][NH:10][CH2:9][CH2:8]2)[C:5]2[CH:13]=[CH:14][CH:15]=[CH:16][C:4]=2[NH:3]1.Cl.[C:18]1(=O)[CH2:23][CH2:22][CH2:21][CH2:20][CH2:19]1.[C-:25]#[N:26].[K+]>O>[O:1]=[C:2]1[N:6]([CH:7]2[CH2:8][CH2:9][N:10]([C:18]3([C:25]#[N:26])[CH2:23][CH2:22][CH2:21][CH2:20][CH2:19]3)[CH2:11][CH2:12]2)[C:5]2[CH:13]=[CH:14][CH:15]=[CH:16][C:4]=2[NH:3]1 |f:3.4|. Procedure: To a stirred suspension of 4-(2-keto-1-benzimidazolinyl)piperidine (500 mg, 2.3 mmol) in 2N HCl(1.15 ml, 2.3 mmol) and water(0.5 ml) was added cyclohexanone(0.24 ml, 2.3 mmol) at 0° C. To this mixture was added a solution of KCN(156 mg, 2.4 mmol) in water(0.3 ml) all at once at room temperature. After 17 h stirring at room temperature, the precipitated white solid was collected by filtration, washed with water, and dried under vacuum at 50° C. for 1 h to afford 605 mg of white powder. As this in... As a reaction SMILES: Cl[C:2]1[CH:7]=[C:6]([C:8]2[CH:13]=[CH:12][CH:11]=[CH:10][CH:9]=2)[N:5]=[C:4]([C:14]2[CH:19]=[CH:18][CH:17]=[CH:16][CH:15]=2)[N:3]=1.[F:20][C:21]([F:31])([F:30])[O:22][C:23]1[CH:29]=[CH:28][C:26]([NH2:27])=[CH:25][CH:24]=1>>[C:14]1([C:4]2[N:3]=[C:2]([NH:27][C:26]3[CH:28]=[CH:29][C:23]([O:22][C:21]([F:20])([F:30])[F:31])=[CH:24][CH:25]=3)[CH:7]=[C:6]([C:8]3[CH:13]=[CH:12][CH:11]=[CH:10][CH:9]=3)[N:5]=2)[CH:19]=[CH:18][CH:17]=[CH:16][CH:15]=1. The reactants are ClC1=NC(=NC(=C1)C1=CC=CC=C1)C1=CC=CC=C1 (4-chloro-2,6-diphenyl-pyrimidine), FC(OC1=CC=C(N)C=C1)(F)F (4-trifluoromethoxy aniline). Procedure details: The title compound was prepared from 4-chloro-2,6-diphenyl-pyrimidine (0.25 g, 0.93 mmol) and 4-trifluoromethoxy aniline (0.16 g, 0.93 mmol) according to the procedure as described above. Yields the product C1(=CC=CC=C1)C1=NC(=CC(=N1)NC1=CC=C(C=C1)OC(F)(F)F)C1=CC=CC=C1 ((2,6-diphenyl-pyrimidin-4-yl)-(4-trifluoromethoxy-phenyl)-amine).